From a dataset of the Open Reaction Database (ORD), a public repository of structured organic reaction records. describe an organic reaction: reactants, conditions, products, and yield Starting materials: Cl.CN(CCCN=C=NCC)C (N-(3-Dimethylaminopropyl)-N′-ethylcarbodiimide hydrochloride), Cl.Cl.C(C1=CC=CC=C1)OC(NC(=N)C1=CC=C(C=C1)CN)=O ([(4-aminomethyl-phenyl)-imino-methyl]-carbamic acid benzyl ester dihydrochloride), ON1N=NC2=C1C=CC=C2 (1-hydroxybenzotriazole), FC1=C(C(=CC(=C1)OC1=CC=C(C=C1)OC)F)C(C(=O)O)OCC ((RS)-[2,6-Difluoro-4-(4-methoxy-phenoxy)-phenyl]-ethoxy-acetic acid). The solvent is C(C)N(CC)CC (triethylamine), CN(C)C=O (DMF). Reaction conditions: temperature 0 celsius, time 5.5 hour. Product: C(C1=CC=CC=C1)OC(N)=O (carbamic acid benzyl ester). As a reaction SMILES: FC1C=C(OC2C=CC(OC)=CC=2)C=C(F)C=1C(OCC)C(O)=O.Cl.Cl.[CH2:27]([O:34][C:35](=[O:47])[NH:36]C(C1C=CC(CN)=CC=1)=N)[C:28]1[CH:33]=[CH:32][CH:31]=[CH:30][CH:29]=1.ON1C2C=CC=CC=2N=N1.Cl.CN(C)CCCN=C=NCC>CN(C=O)C.C(N(CC)CC)C>[CH2:27]([O:34][C:35](=[O:47])[NH2:36])[C:28]1[CH:33]=[CH:32][CH:31]=[CH:30][CH:29]=1 |f:1.2.3,5.6|. Reported procedure: (RS)-[2,6-Difluoro-4-(4-methoxy-phenoxy)-phenyl]-ethoxy-acetic acid (398 mg) was dissolved in DMF (15 ml). [(4-aminomethyl-phenyl)-imino-methyl]-carbamic acid benzyl ester dihydrochloride [Prepared according to Ch. Lila, Ph. Gloanec, L. Cadet, Y. Hervé, J. Fournier, F. Leborgne, T. J. Verbeuren, G. De Nanteuil, Synthetic Communications 1998, 28, 23, 4419–4429] (367 mg) and 1-hydroxybenzotriazole (254 mg) were added and the mixture was cooled to 0° C. N-(3-Dimethylaminopropyl)-N′-ethylcarbodiimid... Yields the product COC1=CC=C(O[C@@H]2COC3=CC=C(C=C3[C@@H]2O)OCC2=NC=CC(=C2)OC)C=C1 ((±)-cis-3-(4-Methoxyphenoxy)-6-(4-methoxy-2-pyridyl)methoxy-4-chromanol). Starting materials: COC1=CC=C(O[C@@H]2COC3=CC=C(C=C3[C@@H]2O)O)C=C1 ((±)-cis-3-(4-Methoxyphenoxy)-4,6-chromandiol), COC1=CC(=NC=C1)CCl (4-methoxy-2-picolyl chloride). Procedure: By the method of Example 13, the title product of Example 20 (494 mg, 3 mmol) and freshly prepared 4-methoxy-2-picolyl chloride (903 mg, 3 mmol) were converted to present title product, purified by chromatography on silica gel using 51:25:4 toluene:ethyl acetate:isopropanol as eluant and recrystallization from toluene, 564 mg; m.p. 80°-82° C.; tlc Rf 0.3 (19:1 CH2Cl2 :isopropanol); exact mass calculated: 409.1531; found: 409.1530. RXN SMILES: [CH3:1][O:2][C:3]1[CH:21]=[CH:20][C:6]([O:7][C@H:8]2[C@@H:17]([OH:18])[C:16]3[C:11](=[CH:12][CH:13]=[C:14]([OH:19])[CH:15]=3)[O:10][CH2:9]2)=[CH:5][CH:4]=1.[CH3:22][O:23][C:24]1[CH:29]=[CH:28][N:27]=[C:26]([CH2:30]Cl)[CH:25]=1>>[CH3:1][O:2][C:3]1[CH:21]=[CH:20][C:6]([O:7][C@H:8]2[C@@H:17]([OH:18])[C:16]3[C:11](=[CH:12][CH:13]=[C:14]([O:19][CH2:30][C:26]4[CH:25]=[C:24]([O:23][CH3:22])[CH:29]=[CH:28][N:27]=4)[CH:15]=3)[O:10][CH2:9]2)=[CH:5][CH:4]=1.